describe an organic reaction: reactants, conditions, products, and yield From a dataset of the Open Reaction Database (ORD), a public repository of structured organic reaction records. Starting materials: [OH-].[Na+] (sodium hydroxide), OC=1C=CC=C2C=CC(=NC12)C (8-hydroxyquinaldine), CI (Methyl iodide). Reagents/catalysts: [I-].C(CCC)[N+](CCCC)(CCCC)CCCC (tetrabutyl ammonium iodide). Run in O (water), O1CCCC1 (tetrahydrofuran). Reaction conditions: time 8 hour. Yields the product COC=1C=CC=C2C=CC(=NC12)C (8-Methoxy-2-methylquinoline). As a reaction SMILES: [OH:1][C:2]1[CH:3]=[CH:4][CH:5]=[C:6]2[C:11]=1[N:10]=[C:9]([CH3:12])[CH:8]=[CH:7]2.[OH-].[Na+].[CH3:15]I>[I-].C([N+](CCCC)(CCCC)CCCC)CCC.O1CCCC1.O>[CH3:15][O:1][C:2]1[CH:3]=[CH:4][CH:5]=[C:6]2[C:11]=1[N:10]=[C:9]([CH3:12])[CH:8]=[CH:7]2 |f:1.2,4.5|. Reported procedure: A mixture of 8-hydroxyquinaldine (5.0 g) and tetrabutyl ammonium iodide (1.1 g) in tetrahydrofuran (9 ml) was treated at room temperature with sodium hydroxide (4.5 g) in water (45 ml). Methyl iodide (3.7 ml) was added and the reaction stirred overnight. The THF was removed in vacuo and the remaining solution partitioned between ethyl acetate (100 ml) and water (100 ml). The aqueous layer was re-extracted with ethyl acetate and the organic extracts combined. The organic layer was washed with sat... Reactants: CC1=C(C(=CC=C1)N)N (3-methyl-1,2-benzenediamine), ClC1=C(C(=O)O)C=CC(=N1)C(F)(F)F (2-chloro-6-(trifluoromethyl)nicotinic acid). Solvent: C(CCC)OCCO (2-butoxyethanol). Run at temperature 145 celsius. The product is CC1=CC=CC2=C1NC(C1=C(N2)N=C(C=C1)C(F)(F)F)=O (7-methyl-2-(trifluoromethyl)-6,11-dihydro-5H-pyrido[2,3-b][1,5]benzodiazepin-5-one). Reaction SMILES: [CH3:1][C:2]1[CH:7]=[CH:6][CH:5]=[C:4]([NH2:8])[C:3]=1[NH2:9].Cl[C:11]1[N:19]=[C:18]([C:20]([F:23])([F:22])[F:21])[CH:17]=[CH:16][C:12]=1[C:13](O)=[O:14]>C(OCCO)CCC>[CH3:1][C:2]1[C:3]2[NH:9][C:13](=[O:14])[C:12]3[CH:16]=[CH:17][C:18]([C:20]([F:23])([F:21])[F:22])=[N:19][C:11]=3[NH:8][C:4]=2[CH:5]=[CH:6][CH:7]=1. Procedure: A well-stirred mixture of 3-methyl-1,2-benzenediamine (4.0 g, 33 mmol) and 2-chloro-6-(trifluoromethyl)nicotinic acid (7.3 g, 33 mmol) in 2-butoxyethanol (60 ml) was heated at 140-150° C. for 6 h. The dark solution was then poured over crushed ice, and the resulting dark brown solid was collected, washed with water, and dried. Recrystallization from 50% dioxane/water afforded 7-methyl-2-(trifluoromethyl)-6,11-dihydro-5H-pyrido[2,3-b][1,5]benzodiazepin-5-one.